Task: describe an organic reaction: reactants, conditions, products, and yield. Dataset: the Open Reaction Database (ORD), a public repository of structured organic reaction records Starting materials: [OH-].[Na+] (sodium hydroxide), solution, C(C)OC(CC1(C2(CCC(C1)C2(C)C)CS(=O)(=O)N2CCC1(CC2)C=CC2=CC=CC=C21)O)=O (2-hydroxy-7,7-dimethyl-1-((spiro(1H-indene-1,4'-piperidin)-1'-yl sulfonyl)methyl)bicyclo(2.2.1)heptane-2-acetic acid ethyl ester). Solvent: O (water), CO (methanol). Reaction conditions: time 4.5 hour. The product is OC1(C2(CCC(C1)C2(C)C)CS(=O)(=O)N2CCC1(CC2)C=CC2=CC=CC=C21)CC(=O)O (2-hydroxy-7,7-dimethyl-1-((spiro(1H-indene-1,4'-piperidin)-1'-ylsulfonyl)methyl)-bicyclo(2.2.1)heptane-2-acetic acid). RXN SMILES: C([O:3][C:4](=[O:34])[CH2:5][C:6]1([OH:33])[CH2:11][CH:10]2[C:12]([CH3:14])([CH3:13])[C:7]1([CH2:15][S:16]([N:19]1[CH2:24][CH2:23][C:22]3([C:32]4[C:27](=[CH:28][CH:29]=[CH:30][CH:31]=4)[CH:26]=[CH:25]3)[CH2:21][CH2:20]1)(=[O:18])=[O:17])[CH2:8][CH2:9]2)C.[OH-].[Na+]>CO.O>[OH:33][C:6]1([CH2:5][C:4]([OH:34])=[O:3])[CH2:11][CH:10]2[C:12]([CH3:13])([CH3:14])[C:7]1([CH2:15][S:16]([N:19]1[CH2:20][CH2:21][C:22]3([C:32]4[C:27](=[CH:28][CH:29]=[CH:30][CH:31]=4)[CH:26]=[CH:25]3)[CH2:23][CH2:24]1)(=[O:17])=[O:18])[CH2:8][CH2:9]2 |f:1.2|. Reported procedure: (1S(1.Alpha.,2α,4.alpha))-2-hydroxy-7,7-dimethyl-1-((spiro(1H-indene-1,4'-piperidin)-1'-yl sulfonyl)methyl)bicyclo(2.2.1)heptane-2-acetic acid ethyl ester (3.8 g, 7.8 mmol) was stirred in methanol (40 ml) containing sodium hydroxide (10 ml of a 1.0M solution in water; 10 mmol) for 4.5 hrs. The mixture was evaporated to dryness in vacuo, treated with water (250 ml) and washed with ether. The aqueous layer was acidified with conc HCl and extracted with ether, and the ether layer from this extracti... As a reaction SMILES: [NH2:1][C:2]1[CH:31]=[CH:30][C:5]([CH:6]=[CH:7][CH2:8][N:9]2[CH2:14][CH2:13][C:12](=[C:15]3[C:21]4[CH:22]=[CH:23][CH:24]=[CH:25][C:20]=4[CH:19]=[CH:18][C:17]4[CH:26]=[CH:27][CH:28]=[CH:29][C:16]3=4)[CH2:11][CH2:10]2)=[CH:4][CH:3]=1.[C:32](Cl)(=[O:37])[C:33]([CH3:36])([CH3:35])[CH3:34]>>[CH:25]1[C:20]2[CH:19]=[CH:18][C:17]3[CH:26]=[CH:27][CH:28]=[CH:29][C:16]=3[C:15](=[C:12]3[CH2:11][CH2:10][N:9]([CH2:8][CH:7]=[CH:6][C:5]4[CH:4]=[CH:3][C:2]([NH:1][C:32](=[O:37])[C:33]([CH3:36])([CH3:35])[CH3:34])=[CH:31][CH:30]=4)[CH2:14][CH2:13]3)[C:21]=2[CH:22]=[CH:23][CH:24]=1. Procedure: This compound was prepared from 1-(4-Aminocinnamyl)-4-(5H-dibenzo[a,d]cyclohepten-5-ylidene)piperidine (compound 5) and pivaloyl chloride. Yield 92.0% Isolated yield 92.0%. The product is C1=CC=CC=2C(C3=C(C=CC21)C=CC=C3)=C3CCN(CC3)CC=CC3=CC=C(C=C3)NC(C(C)(C)C)=O (4-(5H-Dibenzo[a,d]cyclohepten-5-ylidene)-1-(4-pivaloylaminocinnamyl)piperidine). Reactants: NC1=CC=C(C=CCN2CCC(CC2)=C2C3=C(C=CC4=C2C=CC=C4)C=CC=C3)C=C1 (1-(4-Aminocinnamyl)-4-(5H-dibenzo[a,d]cyclohepten-5-ylidene)piperidine), NC1=CC=C(C=CCN2CCC(CC2)=C2C3=C(C=CC4=C2C=CC=C4)C=CC=C3)C=C1 (1-(4-Aminocinnamyl)-4-(5H-dibenzo[a,d]cyclohepten-5-ylidene)piperidine), C(C(C)(C)C)(=O)Cl (pivaloyl chloride). Reactants: BrC=1C=C(C=C(C1)C=O)NC(OC(C)(C)C)=O (tert-butyl (3-bromo-5-formylphenyl)carbamate), [Br-].C1(=CC=CC=C1)C(C1=CC=CC=C1)(C1=CC=CC=C1)[PH3+] (triphenylmethylphosphonium bromide), C(CCC)[Li] (n-butyllithium), hexanes. Run in O1CCCC1 (tetrahydrofuran), O1CCCC1 (tetrahydrofuran). Conditions: temperature 20 celsius, time 1 hour. The product is BrC=1C=C(C=C(C1)C=C)NC(OC(C)(C)C)=O (tert-Butyl (3-bromo-5-vinylphenyl)carbamate). As a reaction SMILES: [Br-].[C:2]1(C([PH3+])(C2C=CC=CC=2)C2C=CC=CC=2)C=CC=CC=1.C([Li])CCC.[Br:27][C:28]1[CH:29]=[C:30]([NH:36][C:37](=[O:43])[O:38][C:39]([CH3:42])([CH3:41])[CH3:40])[CH:31]=[C:32]([CH:34]=O)[CH:33]=1>O1CCCC1>[Br:27][C:28]1[CH:29]=[C:30]([NH:36][C:37](=[O:43])[O:38][C:39]([CH3:42])([CH3:41])[CH3:40])[CH:31]=[C:32]([CH:34]=[CH2:2])[CH:33]=1 |f:0.1|. Procedure details: A solution of triphenylmethylphosphonium bromide (28.4 g, 79.5 mmol) in tetrahydrofuran (152 mL) at 0° C. was treated with 2.5 M n-butyllithium in hexanes (31.8 mL, 79.5 mmol) dropwise and stirred at 0° C. for 15 min and at 20° C. for 1 h. The reaction mixture was cooled to 0° C., treated with a solution of tert-butyl (3-bromo-5-formylphenyl)carbamate (10.9 g, 36.2 mmol) in tetrahydrofuran (55 mL), and stirred at 20° C. for 1 h. The reaction mixture was cooled to 0° C., quenched with water (50 m...